From a dataset of the Open Reaction Database (ORD), a public repository of structured organic reaction records. describe an organic reaction: reactants, conditions, products, and yield Reactants: C(C)(=O)OCC (ethyl acetate), C1NCCCC2=C1C=CC(=C2)OC2=NC=C(C(=O)N)C=C2 (6-(2,3,4,5-tetrahydro-1H-benzo[c]azepin-7-yloxy)nicotinamide), C(=O)([O-])[O-].[K+].[K+] (K2CO3), ClCCCN1CCOCC1 (4-(3-chloropropyl)morpholine). The solvent is CN(C)C=O (DMF). Run at temperature 90 celsius. Product: N1(CCOCC1)CCCN1CC2=C(CCC1)C=C(C=C2)OC2=NC=C(C(=O)N)C=C2 (6-[2-(3-Morpholin-4-ylpropyl)-2,3,4,5-tetrahydro-1H-benzo[c]azepin-7-yloxy]nicotinamide). Reaction SMILES: [CH2:1]1[C:7]2[CH:8]=[CH:9][C:10]([O:12][C:13]3[CH:21]=[CH:20][C:16]([C:17]([NH2:19])=[O:18])=[CH:15][N:14]=3)=[CH:11][C:6]=2[CH2:5][CH2:4][CH2:3][NH:2]1.C([O-])([O-])=O.[K+].[K+].Cl[CH2:29][CH2:30][CH2:31][N:32]1[CH2:37][CH2:36][O:35][CH2:34][CH2:33]1.C(OCC)(=O)C>CN(C=O)C>[N:32]1([CH2:31][CH2:30][CH2:29][N:2]2[CH2:3][CH2:4][CH2:5][C:6]3[CH:11]=[C:10]([O:12][C:13]4[CH:21]=[CH:20][C:16]([C:17]([NH2:19])=[O:18])=[CH:15][N:14]=4)[CH:9]=[CH:8][C:7]=3[CH2:1]2)[CH2:37][CH2:36][O:35][CH2:34][CH2:33]1 |f:1.2.3|. Procedure: Mix 6-(2,3,4,5-tetrahydro-1H-benzo[c]azepin-7-yloxy)nicotinamide (Example 447, Part E, 0.300 g, 1.06 mmol), K2CO3 (0.366 g, 2.65 mmol), and 4-(3-chloropropyl)morpholine (0.191 g, 1.16 mmol) in DMF (5.3 mL). Heat at 90° C. overnight. Cool the reaction mixture to room temperature and add ethyl acetate (150 mL). Wash with 1.0 N NaOH (1×50 mL), brine (1×50 mL), dry the organic layer over Na2SO4, filter and concentrate. Purify by flash chromatography eluting with 10% (2.0 M NH3 in methanol) in aceton...